From a dataset of the Open Reaction Database (ORD), a public repository of structured organic reaction records. describe an organic reaction: reactants, conditions, products, and yield The reactants are COC=1C=C2CCCC(C2=CC1OC)=O (6,7-dimethoxy-1-tetralone), FC=1C=NC=CC1C=O (3-fluoro-4-pyridinecarboxaldehyde). Yields the product FC=1C=NC=CC1\C=C/1\C(C2=CC(=C(C=C2CC1)OC)OC)=O ((2E)-2-[(3-fluoro-4-pyridyl)methylene]-6,7-dimethoxy-tetralin-1-one). Reaction SMILES: [CH3:1][O:2][C:3]1[CH:4]=[C:5]2[C:10](=[CH:11][C:12]=1[O:13][CH3:14])[C:9](=[O:15])[CH2:8][CH2:7][CH2:6]2.[F:16][C:17]1[CH:18]=[N:19][CH:20]=[CH:21][C:22]=1[CH:23]=O>>[F:16][C:17]1[CH:18]=[N:19][CH:20]=[CH:21][C:22]=1/[CH:23]=[C:8]1/[C:9](=[O:15])[C:10]2[C:5]([CH2:6][CH2:7]/1)=[CH:4][C:3]([O:2][CH3:1])=[C:12]([O:13][CH3:14])[CH:11]=2. Procedure details: The title compound 86 was prepared according to the procedure reported in Example 34.2 with 6,7-dimethoxy-1-tetralone (1.65 g, 8 mmol) and 3-fluoro-4-pyridinecarboxaldehyde (1.0 g, 8 mmol) as reactants. White solid. (Yield 2.24 g, 89%).